This data is from the Open Reaction Database (ORD), a public repository of structured organic reaction records. The task is: describe an organic reaction: reactants, conditions, products, and yield Reactants: C1CCOC1, CCN(C(C)C)C(C)C, CC(C)(C)OC(=O)c1ccc(Nc2nc(Cl)nc(OCC(F)(F)F)n2)cc1, ClCCl, NCc1ccc(N)cc1. Yields the product CC(C)(C)OC(=O)c1ccc(Nc2nc(NCc3ccc(N)cc3)nc(OCC(F)(F)F)n2)cc1. As a reaction SMILES: [CH2:46]1[O:47][CH2:48][CH2:49][CH2:50]1.[CH:37]([N:38]([CH2:39][CH3:40])[CH:41]([CH3:42])[CH3:43])([CH3:44])[CH3:45].[Cl:1][c:2]1[n:3][c:4]([NH:14][c:15]2[cH:16][cH:17][c:18]([C:19](=[O:20])[O:21][C:22]([CH3:23])([CH3:24])[CH3:25])[cH:26][cH:27]2)[n:5][c:6]([O:8][CH2:9][C:10]([F:11])([F:12])[F:13])[n:7]1.[Cl:51][CH2:52][Cl:53].[NH2:28][CH2:29][c:30]1[cH:31][cH:32][c:33]([NH2:34])[cH:35][cH:36]1>>[c:2]1([NH:28][CH2:29][c:30]2[cH:31][cH:32][c:33]([NH2:34])[cH:35][cH:36]2)[n:3][c:4]([NH:14][c:15]2[cH:16][cH:17][c:18]([C:19](=[O:20])[O:21][C:22]([CH3:23])([CH3:24])[CH3:25])[cH:26][cH:27]2)[n:5][c:6]([O:8][CH2:9][C:10]([F:11])([F:12])[F:13])[n:7]1. The product is C=CCOc1cc(-n2c(OCC)nc(C(F)(F)F)cc2=O)c(F)cc1Br. Reactants: CCOc1nc(C(F)(F)F)cc(=O)n1-c1cc(O)c(Br)cc1F, C=CCBr, CN(C)C=O, [H-], [Na+]. Reaction SMILES: [CH2:1]([CH3:2])[O:3][c:4]1[n:5](-[c:15]2[c:16]([F:23])[cH:17][c:18]([Br:22])[c:19]([OH:21])[cH:20]2)[c:6](=[O:14])[cH:7][c:8]([C:10]([F:11])([F:12])[F:13])[n:9]1.[CH2:24]([CH:25]=[CH2:26])[Br:27].[CH3:30][N:31]([CH3:32])[CH:33]=[O:34].[H-:28].[Na+:29]>>[CH2:1]([CH3:2])[O:3][c:4]1[n:5](-[c:15]2[c:16]([F:23])[cH:17][c:18]([Br:22])[c:19]([O:21][CH2:26][CH:25]=[CH2:24])[cH:20]2)[c:6](=[O:14])[cH:7][c:8]([C:10]([F:11])([F:12])[F:13])[n:9]1. Starting materials: Cl.C1(=CN2CCCC3=CC=CC1=C23)C2=NC(=NC=C2)NCC2CCNCC2 (4-(5,6-dihydro-4H-pyrrolo[3,2,1-ij]quinolin-1-yl)-N-(piperidin-4-ylmethyl)pyrimidin-2-amine hydrochloride), C(C)(C)N(C(C)C)CC (N,N-diisopropylethylamine), N(=C=O)CC(=O)OCC (ethyl 2-isocyanatoacetate), C(C)#N.O.FC(C(=O)O)(F)F (acetonitrile water trifluoroacetic acid). Yields the product C1(=CN2CCCC3=CC=CC1=C23)C2=NC(=NC=C2)NCC2CCN(CC2)C(=O)NCC(=O)OCC (ethyl 2-(4-((4-(5,6-dihydro-4H-pyrrolo[3,2,1-ij]quinolin-1-yl)pyrimidin-2-ylamino)methyl)piperidine-1-carboxamido)acetate), FC(C(=O)[O-])(F)F (trifluoroacetate). Run in CN(C=O)C (N,N-dimethylformamide). Reaction SMILES: Cl.[C:2]1([C:14]2[CH:19]=[CH:18][N:17]=[C:16]([NH:20][CH2:21][CH:22]3[CH2:27][CH2:26][NH:25][CH2:24][CH2:23]3)[N:15]=2)[C:12]2=[C:13]3[C:8](=[CH:9][CH:10]=[CH:11]2)[CH2:7][CH2:6][CH2:5][N:4]3[CH:3]=1.C(N(CC)C(C)C)(C)C.[N:37]([CH2:40][C:41]([O:43][CH2:44][CH3:45])=[O:42])=[C:38]=[O:39].C(#N)C.O.[F:50][C:51]([F:56])([F:55])[C:52]([OH:54])=[O:53]>CN(C)C=O>[C:2]1([C:14]2[CH:19]=[CH:18][N:17]=[C:16]([NH:20][CH2:21][CH:22]3[CH2:27][CH2:26][N:25]([C:38]([NH:37][CH2:40][C:41]([O:43][CH2:44][CH3:45])=[O:42])=[O:39])[CH2:24][CH2:23]3)[N:15]=2)[C:12]2=[C:13]3[C:8](=[CH:9][CH:10]=[CH:11]2)[CH2:7][CH2:6][CH2:5][N:4]3[CH:3]=1.[F:50][C:51]([F:56])([F:55])[C:52]([O-:54])=[O:53] |f:0.1,4.5.6|. Procedure: A solution of 4-(5,6-dihydro-4H-pyrrolo[3,2,1-ij]quinolin-1-yl)-N-(piperidin-4-ylmethyl)pyrimidin-2-amine hydrochloride (77 mg, 0.2 mmol), N,N-diisopropylethylamine (174 μL, 1.0 mmol) in N,N-dimethylformamide (2 mL) was treated with ethyl 2-isocyanatoacetate (23 mg, 0.2 mmol) and stirred at room temperature. Upon reaction completion the product was isolated by High Performance Liquid Chromatography using acetonitrile/water/trifluoroacetic acid as eluent. The pure product containing fractions wer...